describe an organic reaction: reactants, conditions, products, and yield From a dataset of the Open Reaction Database (ORD), a public repository of structured organic reaction records. The reactants are CC#N, CC(Cl)C#N, Cl, O=C(c1ccc(F)cc1)C1CCNCC1, [Na+], [Na+], O=C([O-])[O-], O. The product is CC(C#N)N1CCC(C(=O)c2ccc(F)cc2)CC1. RXN SMILES: [CH3:28][C:29]#[N:30].[Cl:1][CH:2]([C:3]#[N:4])[CH3:5].[ClH:6].[F:7][c:8]1[cH:9][cH:10][c:11]([C:14](=[O:15])[CH:16]2[CH2:17][CH2:18][NH:19][CH2:20][CH2:21]2)[cH:12][cH:13]1.[Na+:22].[Na+:23].[O-:24][C:25](=[O:26])[O-:27].[OH2:31]>>[CH:2]([C:3]#[N:4])([CH3:5])[N:19]1[CH2:18][CH2:17][CH:16]([C:14]([c:11]2[cH:10][cH:9][c:8]([F:7])[cH:13][cH:12]2)=[O:15])[CH2:21][CH2:20]1. Starting materials: C(C)(C)(C)OC(NC1CCNCC1)=O (piperidin-4-yl-carbamic acid tert-butyl ester), COC=1C=C2C=3CC(COC3C=NC2=CC1)=O (6-methoxy-4H-1-oxa-9-aza-phenanthrene-3-one), C(#N)[BH3-].[Na+] (sodium cyanoborohydride), C(C)(=O)O (acetic acid). The solvent is ClCCCl (1,2-dichloroethane), O1CCCC1 (tetrahydrofuran), CO (methanol). Run at time 15 hour. The product is C(C)(C)(C)OC(NC1CCN(CC1)C1COC=2C=NC3=CC=C(C=C3C2C1)OC)=O ([1-(6-methoxy-3,4-dihydro-2H-1-oxa-9-aza-phenanthrene-3-yl)-piperidin-4-yl]-carbamic acid tert-butyl ester). Isolated yield 6.4%. RXN SMILES: [C:1]([O:5][C:6](=[O:14])[NH:7][CH:8]1[CH2:13][CH2:12][NH:11][CH2:10][CH2:9]1)([CH3:4])([CH3:3])[CH3:2].[CH3:15][O:16][C:17]1[CH:18]=[C:19]2[C:28](=[CH:29][CH:30]=1)[N:27]=[CH:26][C:25]1[O:24][CH2:23][C:22](=O)[CH2:21][C:20]2=1.C(O)(=O)C.C([BH3-])#N.[Na+]>ClCCCl.O1CCCC1.CO>[C:1]([O:5][C:6](=[O:14])[NH:7][CH:8]1[CH2:13][CH2:12][N:11]([CH:22]2[CH2:21][C:20]3[C:19]4[C:28](=[CH:29][CH:30]=[C:17]([O:16][CH3:15])[CH:18]=4)[N:27]=[CH:26][C:25]=3[O:24][CH2:23]2)[CH2:10][CH2:9]1)([CH3:4])([CH3:2])[CH3:3] |f:3.4|. Procedure details: A solution of piperidin-4-yl-carbamic acid tert-butyl ester (76 mg, 0.38 mmol, 1.0 eq) in 1,2-dichloroethane (1 mL) is added at room temperature to a stirred solution of 6-methoxy-4H-1-oxa-9-aza-phenanthrene-3-one (87 mg, 0.38 mmol, 1.0 eq) in tetrahydrofuran (6 mL), followed by acetic acid (5 μL, 0.08 mmol, 0.2 eq) and the resulting mixture is heated under reflux for 3 hours. The reaction mixture is then cooled down to room temperature before the addition of a solution of sodium cyanoborohydrid... Starting materials: 12B, OC1(C(N(C2=CC=C3C(=C12)SC=N3)CCC(C)C)=O)C3=CC1=C(OCCO1)C=C3O (8-hydroxy-8-(7-hydroxy-2,3-dihydrobenzo[b][1,4]dioxin-6-yl)-6-isopentyl-6H-thiazolo[5,4-e]indol-7(8H)-one), C1(=CC=CC=C1)C(N1C(C(C2=CC=CC=C12)(C1=C(C=C(C=C1)OC)O)O)=O)C1=CC=CC=C1 (1-(diphenylmethyl)-3-hydroxy-3-(2-hydroxy-4-methoxyphenyl)-1,3-dihydro-2H-indol-2-one). The product is OC=1C(=CC2=C(OCCO2)C1)C1C(N(C2=CC=C3C(=C12)SC=N3)CCC(C)C)=O (8-(7-hydroxy-2,3-dihydro-1,4-benzodioxin-6-yl)-6-(3-methylbutyl)-6,8-dihydro-7H-[1,3]thiazolo[5,4-e]indol-7-one). As a reaction SMILES: O[C:2]1([C:20]2[C:29]([OH:30])=[CH:28][C:23]3[O:24][CH2:25][CH2:26][O:27][C:22]=3[CH:21]=2)[C:10]2[C:5](=[CH:6][CH:7]=[C:8]3[N:13]=[CH:12][S:11][C:9]3=2)[N:4]([CH2:14][CH2:15][CH:16]([CH3:18])[CH3:17])[C:3]1=[O:19].C1(C(C2C=CC=CC=2)N2C3C(=CC=CC=3)C(O)(C3C=CC(OC)=CC=3O)C2=O)C=CC=CC=1>>[OH:30][C:29]1[C:20]([CH:2]2[C:10]3[C:5](=[CH:6][CH:7]=[C:8]4[N:13]=[CH:12][S:11][C:9]4=3)[N:4]([CH2:14][CH2:15][CH:16]([CH3:17])[CH3:18])[C:3]2=[O:19])=[CH:21][C:22]2[O:27][CH2:26][CH2:25][O:24][C:23]=2[CH:28]=1. Reported procedure: Following the procedure as described in PREPARATION 12B, and making non-critical variations using 8-hydroxy-8-(7-hydroxy-2,3-dihydrobenzo[b][1,4]dioxin-6-yl)-6-isopentyl-6H-thiazolo[5,4-e]indol-7(8H)-one to replace 1-(diphenylmethyl)-3-hydroxy-3-(2-hydroxy-4-methoxyphenyl)-1,3-dihydro-2H-indol-2-one, 8-(7-hydroxy-2,3-dihydro-1,4-benzodioxin-6-yl)-6-(3-methylbutyl)-6,8-dihydro-7H-[1,3]thiazolo[5,4-e]indol-7-one was obtained (93%): MS (ES+) m/z 411.0 (M+1). Starting materials: Cn1ccnc1SCCSc1ccc([N+](=O)[O-])cc1, CCO, [Ca+2], [Cl-], [Cl-], [Fe]. Yields the product Cn1ccnc1SCCSc1ccc(N)cc1. As a reaction SMILES: [CH3:1][n:2]1[c:3]([S:7][CH2:8][CH2:9][S:10][c:11]2[cH:12][cH:13][c:14]([N+:17]([O-:18])=[O:19])[cH:15][cH:16]2)[n:4][cH:5][cH:6]1.[CH3:23][CH2:24][OH:25].[Ca+2:22].[Cl-:20].[Cl-:21].[Fe:26]>>[CH3:1][n:2]1[c:3]([S:7][CH2:8][CH2:9][S:10][c:11]2[cH:12][cH:13][c:14]([NH2:17])[cH:15][cH:16]2)[n:4][cH:5][cH:6]1. Starting materials: Nc1ccc(Br)cc1F, C1CCOC1, C=CCc1c(Cl)ncnc1Cl, [H-], [Na+]. Yields the product C=CCc1c(Cl)ncnc1Nc1ccc(Br)cc1F. As a reaction SMILES: [Br:12][c:13]1[cH:14][c:15]([F:20])[c:16]([NH2:17])[cH:18][cH:19]1.[CH2:23]1[O:24][CH2:25][CH2:26][CH2:27]1.[Cl:1][c:2]1[n:3][cH:4][n:5][c:6]([Cl:11])[c:7]1[CH2:8][CH:9]=[CH2:10].[H-:22].[Na+:21]>>[c:2]1([NH:17][c:16]2[c:15]([F:20])[cH:14][c:13]([Br:12])[cH:19][cH:18]2)[n:3][cH:4][n:5][c:6]([Cl:11])[c:7]1[CH2:8][CH:9]=[CH2:10]. Reactants: BrCc1ccccc1, CCCCOC1CCC(=O)N1, [K+], C1CCOC1, [OH-]. Product: CCCCOC1CCC(=O)N1Cc1ccccc1. Reaction SMILES: [Br:14][CH2:15][c:16]1[cH:17][cH:18][cH:19][cH:20][cH:21]1.[CH2:1]([CH2:2][CH2:3][CH3:4])[O:5][CH:6]1[CH2:7][CH2:8][C:9](=[O:11])[NH:10]1.[K+:13].[O:22]1[CH2:23][CH2:24][CH2:25][CH2:26]1.[OH-:12]>>[CH2:1]([CH2:2][CH2:3][CH3:4])[O:5][CH:6]1[CH2:7][CH2:8][C:9](=[O:11])[N:10]1[CH2:15][c:16]1[cH:17][cH:18][cH:19][cH:20][cH:21]1.